Dataset: the Open Reaction Database (ORD), a public repository of structured organic reaction records. Task: describe an organic reaction: reactants, conditions, products, and yield Starting materials: [H-].[Al+3].[Li+].[H-].[H-].[H-] (Lithium aluminium hydride), solution, C1(CCCC1)N(C(C)C)CC#N ([cyclopentyl(isopropyl)amino]acetonitrile), [OH-].[Na+] (sodium hydroxide), O (water). Run in O1CCCC1 (tetrahydrofuran), O1CCCC1 (tetrahydrofuran). Reaction conditions: temperature 0 celsius, time 20 minute. Yields the product C1(CCCC1)N(CCN)C(C)C (N1-Cyclopentyl-N1-isopropyl-1,2-ethanediamine). Yield: 9.2%. Reaction SMILES: [H-].[Al+3].[Li+].[H-].[H-].[H-].[CH:7]1([N:12]([CH2:16][C:17]#[N:18])[CH:13]([CH3:15])[CH3:14])[CH2:11][CH2:10][CH2:9][CH2:8]1.[OH-].[Na+].O>O1CCCC1>[CH:7]1([N:12]([CH:13]([CH3:15])[CH3:14])[CH2:16][CH2:17][NH2:18])[CH2:11][CH2:10][CH2:9][CH2:8]1 |f:0.1.2.3.4.5,7.8|. Procedure: Lithium aluminium hydride (66 ml of a 1 molar solution in tetrahydrofuran, 0.066 mol) was added to a stirred solution of [cyclopentyl(isopropyl)amino]acetonitrile (10 g, 0.66 mol) (Preparation 24) in tetrahydrofuran (100 ml) at 0° C. The reaction mixture was stirred at 0° C. for 20 minutes and then heated under reflux for 2 hours. The reaction mixture was allowed to cool to room temperature and left to stand overnight. The reaction mixture was cooled in an icebath and treated dropwise with 4.8 m... Reactants: ClCCC(=O)N1CC2(CCC1)C1CCC(C2)CC1 (1'-(3-chloropropionyl)-spiro[bicyclo[2.2.2]octane-2,3'-piperidine]), N1C(C2(CCC1=O)C1CCC(C2)C1)=O ((1RS,2RS,4SR)-spiro[norbornane-2,3'-piperidine]-2',6'-dione), C(C)(C)N(CC)C(C)C (diisopropylethylamine). Solvent: C1=CC=CC=C1 (benzene). Reaction conditions: time 42 hour. Product: N1CC2(CCC1)C1CCC(C2)CC1 (spiro[bicyclo[2.2.2]octane-2,3'-piperidine]). RXN SMILES: ClCCC([N:6]1[CH2:11][CH2:10][CH2:9][C:8]2([CH2:16][CH:15]3[CH2:17][CH2:18][CH:12]2[CH2:13][CH2:14]3)[CH2:7]1)=O.N1C(=O)CCC2(CC3CC2CC3)C1=O.C(N(C(C)C)CC)(C)C>C1C=CC=CC=1>[NH:6]1[CH2:11][CH2:10][CH2:9][C:8]2([CH2:16][CH:15]3[CH2:17][CH2:18][CH:12]2[CH2:13][CH2:14]3)[CH2:7]1. Reported procedure: 4.8 g (0.0178 mole) of 1'-(3-chloropropionyl)-spiro[bicyclo[2.2.2]octane-2,3'-piperidine] is dissolved in 50 ml of abs. benzene; an addition is then made of 3.0 g (0.018 mole) of (1RS, 2RS, 4SR)-spiro[norbornane-2,3'-piperidine] (see Example 2) and 3.5 g (0.0267 mole) of diisopropylethylamine, and the whole refluxed in a nitrogen atomosphere, with stirring, for 42 hours. The mixture is concentrated in vacuo under 12 Torr, and the residue distributed between 50 ml each of water and of chloroform.... The reagents and catalysts are [OH-].[Pd+2].[OH-] (palladium hydroxide). Isolated yield 86.2%. As a reaction SMILES: [Cl:1][C:2]1[N:7]=[C:6]([NH:8][CH2:9][C@H:10]2[CH2:14][CH2:13][CH2:12][N:11]2[CH:15]2[CH2:20][CH2:19][O:18][CH2:17][CH2:16]2)[C:5](=[O:21])[N:4]([CH2:22][C:23]([O:25]CC2C=CC=CC=2)=[O:24])[C:3]=1[CH3:33]>C(O)C.[OH-].[Pd+2].[OH-]>[ClH:1].[CH3:33][C:3]1[N:4]([CH2:22][C:23]([OH:25])=[O:24])[C:5](=[O:21])[C:6]([NH:8][CH2:9][C@H:10]2[CH2:14][CH2:13][CH2:12][N:11]2[CH:15]2[CH2:16][CH2:17][O:18][CH2:19][CH2:20]2)=[N:7][CH:2]=1 |f:2.3.4,5.6|. The product is Cl.CC1=CN=C(C(N1CC(=O)O)=O)NC[C@@H]1N(CCC1)C1CCOCC1 (2-[6-Methyl-2-oxo-3-({[(2R)-1-tetrahydro-2H-pyran-4-yl-2-pyrrolidinyl]methyl}amino)-1(2H)-pyrazinyl]acetic acid hydrochloride). Starting materials: ClC1=C(N(C(C(=N1)NC[C@@H]1N(CCC1)C1CCOCC1)=O)CC(=O)OCC1=CC=CC=C1)C (benzyl 2-[3-chloro-2-methyl-6-oxo-5-({[(2R)-1-tetrahydro-2H-pyran-4-yl-2-pyrrolidinyl]methyl}amino)-1(6H)-pyrazinyl]acetate). Reaction conditions: time 20 hour. Procedure details: A mixture of benzyl 2-[3-chloro-2-methyl-6-oxo-5-({[(2R)-1-tetrahydro-2H-pyran-4-yl-2-pyrrolidinyl]methyl}amino)-1(6H)-pyrazinyl]acetate (preparation 158) (970 mg, 2.04 mmol) and palladium hydroxide (80 mg) in ethanol (8 ml) was hydrogenated at 15 psi and room temperature for 20 hrs. The reaction mixture was filtered through Whatman® fibre, and the filtrate evaporated under reduced pressure to give the desired compound, (680 mg, 95%). Run in C(C)O (ethanol). Reactants: CO, OCCOCn1cc(Br)c2c(Cl)ncnc21, N. Yields the product Nc1ncnc2c1c(Br)cn2COCCO. RXN SMILES: [CH3:18][OH:19].[Cl:1][c:2]1[c:3]2[c:4]([n:5][cH:6][n:7]1)[n:8]([CH2:12][O:13][CH2:14][CH2:15][OH:16])[cH:9][c:10]2[Br:11].[NH3:17]>>[c:2]1([NH2:17])[c:3]2[c:4]([n:5][cH:6][n:7]1)[n:8]([CH2:12][O:13][CH2:14][CH2:15][OH:16])[cH:9][c:10]2[Br:11]. Reactants: COC=1C=C(C(=O)O)C=C(C1OC)OCC (3,4-dimethoxy-5-ethoxybenzoic acid), Cl.C(C)OCCN1C(=NC2=C1C=CC=C2)N2CCN(CCC2)CCC2(CNCC2)C2=CC=CC=C2 (3-(2-(4-(1-(2-ethoxyethyl)-1H-benzimidazol-2-yl)[1,4]diazepan-1-yl)ethyl)-3-phenylpyrrolidine hydrochloric acid salt). Yields the product COC=1C=C(C(=O)N2CC(CC2)(C2=CC=CC=C2)CCN2CCN(CCC2)C2=NC3=C(N2CCOCC)C=CC=C3)C=C(C1OC)OCC (1-(3,4-Dimethoxy-5-ethoxybenzoyl)-3-(2-(4-(1-(2-ethoxyethyl)-1H-benzimidazol-2-yl)[1,4]diazepan-1-yl)ethyl)-3-phenylpyrrolidine). Reaction SMILES: [CH3:1][O:2][C:3]1[CH:4]=[C:5]([CH:9]=[C:10]([O:14][CH2:15][CH3:16])[C:11]=1[O:12][CH3:13])[C:6]([OH:8])=O.Cl.[CH2:18]([O:20][CH2:21][CH2:22][N:23]1[C:27]2[CH:28]=[CH:29][CH:30]=[CH:31][C:26]=2[N:25]=[C:24]1[N:32]1[CH2:38][CH2:37][CH2:36][N:35]([CH2:39][CH2:40][C:41]2([C:46]3[CH:51]=[CH:50][CH:49]=[CH:48][CH:47]=3)[CH2:45][CH2:44][NH:43][CH2:42]2)[CH2:34][CH2:33]1)[CH3:19]>>[CH3:1][O:2][C:3]1[CH:4]=[C:5]([CH:9]=[C:10]([O:14][CH2:15][CH3:16])[C:11]=1[O:12][CH3:13])[C:6]([N:43]1[CH2:44][CH2:45][C:41]([CH2:40][CH2:39][N:35]2[CH2:36][CH2:37][CH2:38][N:32]([C:24]3[N:23]([CH2:22][CH2:21][O:20][CH2:18][CH3:19])[C:27]4[CH:28]=[CH:29][CH:30]=[CH:31][C:26]=4[N:25]=3)[CH2:33][CH2:34]2)([C:46]2[CH:51]=[CH:50][CH:49]=[CH:48][CH:47]=2)[CH2:42]1)=[O:8] |f:1.2|. Reported procedure: Prepare by the method of Example 56.1 using 3,4-dimethoxy-5-ethoxybenzoic acid and 3-(2-(4-(1-(2-ethoxyethyl)-1H-benzimidazol-2-yl)[1,4]diazepan-1-yl)ethyl)-3-phenylpyrrolidine hydrochloric acid salt (prepared from (−)-3-phenyl-3-(2-hydroxyethyl)pyrrolidine(R,R)-di-p-anisoyltartaric acid salt) to give the title compound.